From a dataset of the Open Reaction Database (ORD), a public repository of structured organic reaction records. describe an organic reaction: reactants, conditions, products, and yield Reported procedure: A solution of 1.12 g (0.006 mole) of 6-chlorothieno[3,2-d]pyrimidin-4(3H)-one and 15 ml of acetic acid at 80° C. was treated with 2.88 g (0.92 ml, 0.018 mole) of bromine. Heating was continued for 2.5 hours during which time solids precipitated. After cooling to room temperature, the mixture was filtered and washed with acetic acid, water and acetone. There was obtained 0.70 g (44%) of the title compound: m.p. above 280° C.; mass spectrum 264 (molecular ion and parent peak with expected isotope ... Run in C(C)(=O)O (acetic acid). Isolated yield 43.9%. Starting materials: ClC1=CC=2N=CNC(C2S1)=O (6-chlorothieno[3,2-d]pyrimidin-4(3H)-one), BrBr (bromine). Yields the product BrC1=C(SC2=C1N=CNC2=O)Cl (7-Bromo-6-chlorothieno[3,2-d]pyrimidin-4(3H)-one). Run at time 2.5 hour. RXN SMILES: [Cl:1][C:2]1[S:10][C:9]2[C:8](=[O:11])[NH:7][CH:6]=[N:5][C:4]=2[CH:3]=1.[Br:12]Br>C(O)(=O)C>[Br:12][C:3]1[C:4]2[N:5]=[CH:6][NH:7][C:8](=[O:11])[C:9]=2[S:10][C:2]=1[Cl:1]. Starting materials: C(C)(=O)OCC (ethyl acetate), C(CCC)[Li] (n-butyl lithium), COC1=CC=C(C=C1)NC1=NN(CC1)C1=CC=CC=C1 (4,5-dihydro-N-(4-methoxyphenyl)-1-phenyl-1H-pyrazol-3-amine). The solvent is CCCCCC (hexane), O1CCCC1 (tetrahydrofuran). Reaction conditions: time 2 hour. The product is C1(=CC=CC=C1)N1N=C(CC1)N(C(C)=O)C1=CC=C(C=C1)OC (N-(4,5-dihydro-1-phenyl-1H-pyrazol-3-yl)-N-(4-methoxyphenyl)acetamide). RXN SMILES: C([Li])CCC.[CH3:6][O:7][C:8]1[CH:13]=[CH:12][C:11]([NH:14][C:15]2[CH2:19][CH2:18][N:17]([C:20]3[CH:25]=[CH:24][CH:23]=[CH:22][CH:21]=3)[N:16]=2)=[CH:10][CH:9]=1.[C:26](OCC)(=[O:28])[CH3:27]>CCCCCC.O1CCCC1>[C:20]1([N:17]2[CH2:18][CH2:19][C:15]([N:14]([C:11]3[CH:10]=[CH:9][C:8]([O:7][CH3:6])=[CH:13][CH:12]=3)[C:26](=[O:28])[CH3:27])=[N:16]2)[CH:25]=[CH:24][CH:23]=[CH:22][CH:21]=1. Procedure details: 1.7M n-butyl lithium in hexane (7.0 ml) was added dropwise to a solution of 4,5-dihydro-N-(4-methoxyphenyl)-1-phenyl-1H-pyrazol-3-amine (2.67 g) in tetrahydrofuran (150 ml) at -25° under N2. After 40 minutes ethyl acetate was added and the solution was allowed to reach room temperature. After being stirred for 2 hours, the solution was evaporated to dryness and the residue chromatographed on silica gel eluting with ethyl acetate in dichloromethane to give an oil which crystallised on trituration... Procedure: The mixture of 2-amino-6-(4-{[4-(2-oxo-2,3-dihydro-1H-benzimidazol-1-yl)piperidin-1-yl]methyl}phenyl)-5-phenylnicotinonitrile (6-3; 0.025 g, 0.05 mmol) and ethylisocyanate (0.007 mg, 0.100mmol) in THF (1 mL) was heated to 100 C for 0.5 h and concentrated. The residue was purified by silica gel chromatography (3-6% MeOH in CH2Cl2) to give the title compound (7-1). LRMS m/z (M+H) Calcd: 572.7, found: 572.2. Run in C1CCOC1 (THF). Yields the product C(#N)C=1C(=NC(=C(C1)C1=CC=CC=C1)C1=CC=C(C=C1)CN1CCC(CC1)N1C(NC2=C1C=CC=C2)=O)NC(=O)NCC (N-[3-cyano-6-(4-{[4-(2-oxo-2,3-dihydro-1H-benzimidazol-1-yl)piperidin-1-yl]methyl}phenyl)-5-phenylpyridin-2-yl]-N′-ethylurea). RXN SMILES: [NH2:1][C:2]1[N:9]=[C:8]([C:10]2[CH:15]=[CH:14][C:13]([CH2:16][N:17]3[CH2:22][CH2:21][CH:20]([N:23]4[C:27]5[CH:28]=[CH:29][CH:30]=[CH:31][C:26]=5[NH:25][C:24]4=[O:32])[CH2:19][CH2:18]3)=[CH:12][CH:11]=2)[C:7]([C:33]2[CH:38]=[CH:37][CH:36]=[CH:35][CH:34]=2)=[CH:6][C:3]=1[C:4]#[N:5].[CH2:39]([N:41]=[C:42]=[O:43])[CH3:40]>C1COCC1>[C:4]([C:3]1[C:2]([NH:1][C:42]([NH:41][CH2:39][CH3:40])=[O:43])=[N:9][C:8]([C:10]2[CH:11]=[CH:12][C:13]([CH2:16][N:17]3[CH2:18][CH2:19][CH:20]([N:23]4[C:27]5[CH:28]=[CH:29][CH:30]=[CH:31][C:26]=5[NH:25][C:24]4=[O:32])[CH2:21][CH2:22]3)=[CH:14][CH:15]=2)=[C:7]([C:33]2[CH:38]=[CH:37][CH:36]=[CH:35][CH:34]=2)[CH:6]=1)#[N:5]. The reactants are NC1=C(C#N)C=C(C(=N1)C1=CC=C(C=C1)CN1CCC(CC1)N1C(NC2=C1C=CC=C2)=O)C2=CC=CC=C2 (2-amino-6-(4-{[4-(2-oxo-2,3-dihydro-1H-benzimidazol-1-yl)piperidin-1-yl]methyl}phenyl)-5-phenylnicotinonitrile), C(C)N=C=O (ethylisocyanate). Run in O1CCCC1 (tetrahydrofuran), O (water). Starting materials: C(C1=CC=CC=C1)OC(C1=C(C=C(C(=C1)Br)OCC1=CC=CC=C1)OCC1=CC=CC=C1)=O (2,4-Bis-benzyloxy-5-bromo-benzoic acid benzyl ester), Cl (HCl), [Li+].[OH-] (LiOH). Yield: 96.0%. Reported procedure: 2,4-Bis-benzyloxy-5-bromo-benzoic acid benzyl ester (47.8 g, 95 mmol) was then dissolved in mixture of tetrahydrofuran (150 ml) and water (150 ml). LiOH (7.2 g, 0.3 mol) was added, and the resulting mixture was stirred at 80° C. overnight. After the reaction was complete, the reaction was cooled to r.t., acidified with 1M HCl to pH=1. After extraction with Et2O (500 ml×3), the combined organics were washed with water (250 ml) and saturated brine (250 ml) and dried over Na2SO4. After filtration a... Reaction SMILES: C([O:8][C:9](=[O:33])[C:10]1[CH:15]=[C:14]([Br:16])[C:13]([O:17][CH2:18][C:19]2[CH:24]=[CH:23][CH:22]=[CH:21][CH:20]=2)=[CH:12][C:11]=1[O:25][CH2:26][C:27]1[CH:32]=[CH:31][CH:30]=[CH:29][CH:28]=1)C1C=CC=CC=1.[Li+].[OH-].Cl>O1CCCC1.O>[CH2:26]([O:25][C:11]1[CH:12]=[C:13]([O:17][CH2:18][C:19]2[CH:24]=[CH:23][CH:22]=[CH:21][CH:20]=2)[C:14]([Br:16])=[CH:15][C:10]=1[C:9]([OH:33])=[O:8])[C:27]1[CH:28]=[CH:29][CH:30]=[CH:31][CH:32]=1 |f:1.2|. Yields the product C(C1=CC=CC=C1)OC1=C(C(=O)O)C=C(C(=C1)OCC1=CC=CC=C1)Br (2,4-bis-benzyloxy-5-bromobenzoic acid), solid. Reaction conditions: temperature 80 celsius, time 8 hour. Starting materials: CC(=O)O, COc1ccc(C)c(N2CCNCC2)c1, O=C1CCC(=O)N1Cl, Cl, O. Yields the product COc1cc(N2CCNCC2)c(C)cc1Cl. Reaction SMILES: [CH3:25][C:26](=[O:27])[OH:28].[CH3:2][O:3][c:4]1[cH:5][cH:6][c:7]([CH3:16])[c:8]([N:10]2[CH2:11][CH2:12][NH:13][CH2:14][CH2:15]2)[cH:9]1.[Cl:17][N:18]1[C:19](=[O:20])[CH2:21][CH2:22][C:23]1=[O:24].[ClH:1].[OH2:29]>>[CH3:2][O:3][c:4]1[c:5]([Cl:17])[cH:6][c:7]([CH3:16])[c:8]([N:10]2[CH2:11][CH2:12][NH:13][CH2:14][CH2:15]2)[cH:9]1. Starting materials: C(C)OC(=O)C=1C2=C(SC1)C=C(C=C2)OC2=NC(=NC=C2)COC(CCCCC)=O (6-(2-hexanoyloxymethyl-pyrimidin-4-yloxy)-benzo[b]thiophene-3-carboxylic acid ethyl ester), [NH4+].[Cl-] (NH4Cl), C(C)(C)(C)C=1C=C(N)C=CC1 (3-tert-butyl-aniline), C[Al](C)C (Me3Al). Solvent: CCOC(=O)C (EtOAc), O (water), C1CCOC1 (THF), C1(=CC=CC=C1)C (toluene). Run at temperature 110 celsius, time 1 hour. Product: C(C)(C)(C)C=1C=C(C=CC1)NC(=O)C=1C2=C(SC1)C=C(C=C2)OC2=NC(=NC=C2)CO (6-(2-Hydroxymethyl-pyrimidin-4-yloxy)-benzo[b]thiophene-3-carboxylic acid (3-tert-butyl-phenyl)-amide). As a reaction SMILES: [C:1]([C:5]1[CH:6]=[C:7]([CH:9]=[CH:10][CH:11]=1)[NH2:8])([CH3:4])([CH3:3])[CH3:2].C[Al](C)C.C([O:18][C:19]([C:21]1[C:22]2[CH:29]=[CH:28][C:27]([O:30][C:31]3[CH:36]=[CH:35][N:34]=[C:33]([CH2:37][O:38]C(=O)CCCCC)[N:32]=3)=[CH:26][C:23]=2[S:24][CH:25]=1)=O)C.[NH4+].[Cl-]>C1(C)C=CC=CC=1.C1COCC1.CCOC(C)=O.O>[C:1]([C:5]1[CH:6]=[C:7]([NH:8][C:19]([C:21]2[C:22]3[CH:29]=[CH:28][C:27]([O:30][C:31]4[CH:36]=[CH:35][N:34]=[C:33]([CH2:37][OH:38])[N:32]=4)=[CH:26][C:23]=3[S:24][CH:25]=2)=[O:18])[CH:9]=[CH:10][CH:11]=1)([CH3:4])([CH3:2])[CH3:3] |f:3.4|. Procedure details: In a dried vessel, 82 mg (0.55 mMol) 3-tert-butyl-aniline are dissolved in 8 ml toluene and cooled in an ice bath. Then 825 μl Me3Al (2 M in toluene; 1.65 mMol) are added via syringe. After 1¼ h at rt, a solution of 107 mg (0.25 mMol) 6-(2-hexanoyloxymethyl-pyrimidin-4-yloxy)-benzo[b]thiophene-3-carboxylic acid ethyl ester (Step 17.5) in 1 ml THF is added and the solution is stirred for 1 h in an oil bath of 110° C. The solution is cooled in an icebath and hydrolyzed with 16 ml of a sat. NH4Cl s... Reactants: solution, F[B-](F)(F)F.O=[N+]=O (nitronium tetrafluoroborate), CC1=CC2=C(C(=C1)O)OC3=CC=C(C(=C3C(=O)OC2)OC)[C@H](CC(C)C)O (penicillide). Run in C(Cl)Cl (methylene chloride). Conditions: temperature -68 celsius, time 1 hour. The product is OC1=CC(=C(C=2COC(C3=C(OC21)C=CC(=C3OC)C(CC(C)C)O)=O)[N+](=O)[O-])C (11-Hydroxy-3-(1-hydroxy-3-methylbutyl)-4-methoxy-9-methyl-8-nitro-7H-dibenzo[b,g][1,5]dioxocin-5-one). Reaction SMILES: [CH3:1][C:2]1[CH:7]=[C:6]([OH:8])[C:5]2[O:9][C:10]3[C:15]([C:16]([O:18][CH2:19][C:4]=2[CH:3]=1)=[O:17])=[C:14]([O:20][CH3:21])[C:13]([C@@H:22]([OH:27])[CH2:23][CH:24]([CH3:26])[CH3:25])=[CH:12][CH:11]=3.F[B-](F)(F)F.[O:33]=[N+:34]=[O:35]>C(Cl)Cl>[OH:8][C:6]1[C:5]2[O:9][C:10]3[CH:11]=[CH:12][C:13]([CH:22]([OH:27])[CH2:23][CH:24]([CH3:25])[CH3:26])=[C:14]([O:20][CH3:21])[C:15]=3[C:16](=[O:17])[O:18][CH2:19][C:4]=2[C:3]([N+:34]([O-:35])=[O:33])=[C:2]([CH3:1])[CH:7]=1 |f:1.2|. Reported procedure: 150 mg (0.4 mmol) of penicillide are dissolved in 15 ml of methylene chloride and stirred for 1 h under inert gas at a bath temperature of -68° C. after addition of 0.8 ml of a 0.5 molar solution of nitronium tetrafluoroborate. The reaction mixture is added to ice. After extraction with methylene chloride, washing with water and bicarbonate, drying and evaporating, the residue is chromatographed on silica gel in petroleum ether:ether=1:1. After evaporating, 86 mg (51% of theory) of yellowish sol...